This data is from the Open Reaction Database (ORD), a public repository of structured organic reaction records. The task is: describe an organic reaction: reactants, conditions, products, and yield Starting materials: C(C)(=O)OCC (ethyl acetate), C(C)(=O)Cl (Acetyl chloride), NC1=C(C=C(C=C1)CCC=1N=C2N(C=CC(=C2)C)C1C)O (2-[2-(4-amino-3-hydroxyphenyl)ethyl]-3,7-dimethylimidazo[1,2-a]pyridine), C([O-])(O)=O.[Na+] (sodium bicarbonate). Run in O (water), O1CCCC1 (tetrahydrofuran), CC(=O)C (acetone), O (water). Conditions: time 30 minute. Product: C(C)(=O)NC1=C(C=C(C=C1)CCC=1N=C2N(C=CC(=C2)C)C1C)O (2-[2-(4-acetamido-3-hydroxyphenyl)ethyl]-3,7-dimethylimidazo[1,2-a]pyridine). RXN SMILES: [C:1](Cl)(=[O:3])[CH3:2].[NH2:5][C:6]1[CH:11]=[CH:10][C:9]([CH2:12][CH2:13][C:14]2[N:15]=[C:16]3[CH:21]=[C:20]([CH3:22])[CH:19]=[CH:18][N:17]3[C:23]=2[CH3:24])=[CH:8][C:7]=1[OH:25].C(=O)(O)[O-].[Na+].C(OCC)(=O)C>CC(C)=O.O.O1CCCC1>[C:1]([NH:5][C:6]1[CH:11]=[CH:10][C:9]([CH2:12][CH2:13][C:14]2[N:15]=[C:16]3[CH:21]=[C:20]([CH3:22])[CH:19]=[CH:18][N:17]3[C:23]=2[CH3:24])=[CH:8][C:7]=1[OH:25])(=[O:3])[CH3:2] |f:2.3|. Procedure details: Acetyl chloride (1.5 ml) was dropwise added to a mixture of 2-[2-(4-amino-3-hydroxyphenyl)ethyl]-3,7-dimethylimidazo[1,2-a]pyridine (5.0 g) and sodium bicarbonate (3.0 g) in acetone (30 ml) and water for 10 minutes under ice-cooling and the mixture was stirred for 30 minutes at the same temperature. To the mixture was added a solution of ethyl acetate, tetrahydrofuran and water, and separated organic layer was washed with brine. The mixture was dried over magnesium sulfate and concentrated to gi... Reactants: C=CC(=O)O (Carbopol 934P), COC(=O)C1=CC=C(O)C=C1 (methylparaben), C1=NC2=C(N1COC(CO)CO)N=C(N=C2[O-])N.[Na+] (Ganciclovir sodium), Poloxamer 407, C(C(CO)(CO)N)O.Cl (TRIS HCl). Product: C1=NC2=C(N1COC(CO)CO)N=C(N=C2O)N (ganciclovir). Isolated yield 2.0%. Reaction SMILES: C=CC(O)=O.C(O)C(N)(CO)CO.Cl.COC(C1C=CC(O)=CC=1)=O.[CH:26]1[N:30]([CH2:31][O:32][CH:33]([CH2:36][OH:37])[CH2:34][OH:35])[C:29]2[N:38]=[C:39]([NH2:43])[N:40]=[C:41]([O-:42])[C:28]=2[N:27]=1.[Na+]>>[CH:26]1[N:30]([CH2:31][O:32][CH:33]([CH2:36][OH:37])[CH2:34][OH:35])[C:29]2[N:38]=[C:39]([NH2:43])[N:40]=[C:41]([OH:42])[C:28]=2[N:27]=1 |f:1.2,4.5|. Procedure: The Carbopol 934P and Poloxamer 407 (BASF Corp.) are first suspended in the TRIS HCl buffer (0.1 M) and the components are mixed under agitation overnight at 4° C. to ensure complete dissolution. The methylparaben is added and further stirring allowed until complete dissolution is observed. Ganciclovir sodium is mixed in while maintaining stirring to produce a 2.0% ganciclovir mucoadhesive, thermoreversible gel formulation. The mixture is maintained below room temperature until use. The reactants are ClCCOC1=C(C=C2C(=C(C=NC2=C1)C#N)NC1=CC=C2C=NNC2=C1)OC (7-(2-chloro-ethoxy)-4-(1H-indazol-6-ylamino)-6-methoxy-quinoline-3-carbonitrile), product, COCCOC (DME), 1,4-dioxa-8-azapiro[4,5]decane, [I-].[Na+] (sodium iodide). Reaction conditions: temperature 135 celsius. The product is O1CCOC12CCN(CC2)CCOC2=C(C=C1C(=C(C=NC1=C2)C#N)NC2=CC=C1C=NNC1=C2)OC (7-[2-(1,4Dioxa-8-aza-spiro[4,5]dec-8-yl)-ethoxy]-4-(1H-indazol-6-ylamino)-6-methoxy-quinoline-3-carbonitrile). As a reaction SMILES: Cl[CH2:2][CH2:3][O:4][C:5]1[CH:14]=[C:13]2[C:8]([C:9]([NH:17][C:18]3[CH:26]=[C:25]4[C:21]([CH:22]=[N:23][NH:24]4)=[CH:20][CH:19]=3)=[C:10]([C:15]#[N:16])[CH:11]=[N:12]2)=[CH:7][C:6]=1[O:27][CH3:28].[I-].[Na+].C[O:32][CH2:33][CH2:34][O:35][CH3:36]>>[O:35]1[C:36]2([CH2:8][CH2:13][N:12]([CH2:2][CH2:3][O:4][C:5]3[CH:14]=[C:13]4[C:8]([C:9]([NH:17][C:18]5[CH:26]=[C:25]6[C:21]([CH:22]=[N:23][NH:24]6)=[CH:20][CH:19]=5)=[C:10]([C:15]#[N:16])[CH:11]=[N:12]4)=[CH:7][C:6]=3[O:27][CH3:28])[CH2:11][CH2:10]2)[O:32][CH2:33][CH2:34]1 |f:1.2|. Procedure details: Using an analogous procedure to that described in Example 157, 196.5 mg (0.5 mmol) of the 7-(2-chloro-ethoxy)-4-(1H-indazol-6-ylamino)-6-methoxy-quinoline-3-carbonitrile, 716.0 mg (5.0 mmol) of 1,4-dioxa-8-azapiro[4,5]decane and 75.0 mg (0.5 mmol) of sodium iodide in 5 mL of DME was heated at 135° C. for 16 hr. The work up gave 173.1 mg (69.2%) of the product as aoff white solid, m.p. 245° C. (dec.), mass (electrospray, m/e): M+H 501.0. Reactants: [H][H] (hydrogen), NCCCP(O)(=O)C1=CC=CC=C1 (3-aminopropyl(phenyl)phosphinic acid), [H][H] (hydrogen). The reagents and catalysts are Nishimura-catalyst. Solvent: O (water), Cl (hydrochloric acid). Product: NCCCP(O)(=O)C1CCCCC1 (3-aminopropyl(cyclohexyl)phosphinic acid). Yield: 5311.6%. As a reaction SMILES: [NH2:1][CH2:2][CH2:3][CH2:4][P:5]([C:8]1[CH:13]=[CH:12][CH:11]=[CH:10][CH:9]=1)(=[O:7])[OH:6].[H][H]>O.Cl>[NH2:1][CH2:2][CH2:3][CH2:4][P:5]([CH:8]1[CH2:13][CH2:12][CH2:11][CH2:10][CH2:9]1)(=[O:6])[OH:7]. Procedure: A mixture of 1.5 g of 3-aminopropyl(phenyl)phosphinic acid in 10 ml of water and 7.9 ml of 1N hydrochloric acid is treated with hydrogen at 25° in the presence of 0.2 g of Nishimura-catalyst (Rh/PtO2). After 1.2 hours hydrogen up-take stops. The reaction mixture is filtered and the filtrate evaporated to dryness. The residue is recrystallized from methanol/propylenoxide to give 1.2 g of 3-aminopropyl(cyclohexyl)phosphinic acid x 0,4 mol hydrochloric acid as a white solid, m.p. 202-203°. Reactants: N (Ammonia), C(C)(=O)SCC(C(=O)N(CC(=O)O)C1CCCC1)C (N-(3-acetylthio-2-methylpropanoyl)-N-cyclopentylglycine). The product is SCC(C(=O)N(CC(=O)O)C1CCCC1)C (N-(3-Mercapto-2-methyl propanoyl)-N-cyclopentylglycine). RXN SMILES: N.C([S:5][CH2:6][CH:7]([CH3:20])[C:8]([N:10]([CH:15]1[CH2:19][CH2:18][CH2:17][CH2:16]1)[CH2:11][C:12]([OH:14])=[O:13])=[O:9])(=O)C>>[SH:5][CH2:6][CH:7]([CH3:20])[C:8]([N:10]([CH:15]1[CH2:19][CH2:18][CH2:17][CH2:16]1)[CH2:11][C:12]([OH:14])=[O:13])=[O:9]. Procedure details: Ammonia gas was bubbled through a methanolic solution of N-(3-acetylthio-2-methylpropanoyl)-N-cyclopentylglycine (10.4 g, 0.036 mol) for one hour. The reaction mixture was then stoppered and stirred for 30 more minutes and then concentrated. The residue was redissolved in ethyl acetate (400 ml) and was washed with 5% aqueous sodium bisulfate (3×150 ml). The organic portion was then removed, dried (MgSO4), filtered and concentrated. The crude material was further purified by HPLC with ethyl aceta... Reactants: O.O.O.[Na] (sodium trihydrate), [Na+].NC1=C(C=C(C=C1)[N+](=O)[O-])S(=O)(=O)[O-] (2-amino-5-nitrobenzenesulfonic acid sodium salt), [N+](=O)([O-])[O-].[Na+] (sodium nitrate), ice, Cl (hydrochloric acid), NC=1C=C2C(=CC(=CC2=CC1)S(=O)(=O)O)[N+](=O)[O-] (6-amino-4-nitro-2-naphthalenesulfonic acid), [Na] (sodium). Solvent: O (water), O (water), O (water), C(C)(=O)O (acetic acid). Reaction conditions: temperature 0 celsius, time 15 minute. Yields the product NC=1C(=C2C(=CC(=CC2=CC1)S(=O)(=O)O)[N+](=O)[O-])N=NC1=C(C=C(C=C1)[N+](=O)[O-])S(=O)(=O)O (6-amino-4-nitro-5-(4-nitro-2-sulfophenylazo)-2-naphthalenesulfonic acid), [Na][Na] (disodium). As a reaction SMILES: [Na+:1].[NH2:2][C:3]1[CH:8]=[CH:7][C:6]([N+:9]([O-:11])=[O:10])=[CH:5][C:4]=1[S:12]([O-:15])(=[O:14])=[O:13].[N+:16]([O-])([O-])=O.[Na+:20].Cl.O.O.O.[Na].[NH2:26][C:27]1[CH:28]=[C:29]2[C:34](=[CH:35][CH:36]=1)[CH:33]=[C:32]([S:37]([OH:40])(=[O:39])=[O:38])[CH:31]=[C:30]2[N+:41]([O-:43])=[O:42].[Na]>O.C(O)(=O)C>[NH2:26][C:27]1[C:28]([N:16]=[N:2][C:3]2[CH:8]=[CH:7][C:6]([N+:9]([O-:11])=[O:10])=[CH:5][C:4]=2[S:12]([OH:15])(=[O:14])=[O:13])=[C:29]2[C:34](=[CH:35][CH:36]=1)[CH:33]=[C:32]([S:37]([OH:40])(=[O:39])=[O:38])[CH:31]=[C:30]2[N+:41]([O-:43])=[O:42].[Na:1][Na:20] |f:0.1,2.3,5.6.7.8,^1:24,43|. Procedure details: A solution of 12.0 g of 2-amino-5-nitrobenzenesulfonic acid sodium salt and 3.5 g of sodium nitrate in 80 ml of water is added to a mixture of 125 ml of crushed ice, 12.5 ml of concentrated hydrochloric acid and 25 ml of acetic acid in an ice-salt bath. The mixture is stirred for approximately 15 minutes then 15.2 g of sodium trihydrate in 25 ml of water is added. This is followed almost immediately by a solution of 14.5 g of 6-amino-4-nitro-2-naphthalenesulfonic acid, sodium salt in 100 ml of w...